Dataset: the Open Reaction Database (ORD), a public repository of structured organic reaction records. Task: describe an organic reaction: reactants, conditions, products, and yield Starting materials: [BH4-], CO, [Na+], O, CCC(=O)c1cccnc1. Product: CCC(O)c1cccnc1. As a reaction SMILES: [BH4-:11].[CH3:14][OH:15].[Na+:12].[OH2:13].[n:1]1[cH:2][c:3]([C:7]([CH2:8][CH3:9])=[O:10])[cH:4][cH:5][cH:6]1>>[n:1]1[cH:2][c:3]([CH:7]([CH2:8][CH3:9])[OH:10])[cH:4][cH:5][cH:6]1. Reactants: Cc1ccccc1, CC(C)N(CCC(C#N)c1ccccc1)C(C)C, ClCCN1CC2CCC(CC2)C1, [NH2-], [Na], O. The product is CC(C)N(CCC(C#N)(CCN1CC2CCC(CC2)C1)c1ccccc1)C(C)C. Reaction SMILES: [CH3:21][c:22]1[cH:23][cH:24][cH:25][cH:26][cH:27]1.[CH:1]([CH3:2])([CH3:3])[N:4]([CH2:5][CH2:6][CH:7]([C:8]#[N:9])[c:10]1[cH:11][cH:12][cH:13][cH:14][cH:15]1)[CH:16]([CH3:17])[CH3:18].[Cl:28][CH2:29][CH2:30][N:31]1[CH2:32][CH:33]2[CH2:34][CH2:35][CH:36]([CH2:37]1)[CH2:38][CH2:39]2.[NH2-:20].[Na:19].[OH2:40]>>[CH:1]([CH3:2])([CH3:3])[N:4]([CH2:5][CH2:6][C:7]([C:8]#[N:9])([c:10]1[cH:11][cH:12][cH:13][cH:14][cH:15]1)[CH2:29][CH2:30][N:31]1[CH2:32][CH:33]2[CH2:34][CH2:35][CH:36]([CH2:37]1)[CH2:38][CH2:39]2)[CH:16]([CH3:17])[CH3:18]. Reactants: OCC(C1=CC(=CC=C1)[N+](=O)[O-])NC(C1=CC=C(C=C1)N(CC#C)CC=1C=C2C(NC(=NC2=CC1)C)=O)=O (N-[2-hydroxy-1-(3-nitrophenyl)ethyl]-p-[N-(2-methyl-4-oxo-3,4-dihydroquinazolin-6-ylmethyl)-N-(prop-2-ynyl)amino]benzamide), C(C)(=O)OC(C)=O (acetic anhydride). As a reaction SMILES: [OH:1][CH2:2][CH:3]([NH:13][C:14](=[O:38])[C:15]1[CH:20]=[CH:19][C:18]([N:21]([CH2:25][C:26]2[CH:27]=[C:28]3[C:33](=[CH:34][CH:35]=2)[N:32]=[C:31]([CH3:36])[NH:30][C:29]3=[O:37])[CH2:22][C:23]#[CH:24])=[CH:17][CH:16]=1)[C:4]1[CH:9]=[CH:8][CH:7]=[C:6]([N+:10]([O-:12])=[O:11])[CH:5]=1.[C:39](OC(=O)C)(=[O:41])[CH3:40]>>[C:39]([O:1][CH2:2][CH:3]([NH:13][C:14](=[O:38])[C:15]1[CH:16]=[CH:17][C:18]([N:21]([CH2:25][C:26]2[CH:27]=[C:28]3[C:33](=[CH:34][CH:35]=2)[N:32]=[C:31]([CH3:36])[NH:30][C:29]3=[O:37])[CH2:22][C:23]#[CH:24])=[CH:19][CH:20]=1)[C:4]1[CH:9]=[CH:8][CH:7]=[C:6]([N+:10]([O-:12])=[O:11])[CH:5]=1)(=[O:41])[CH3:40]. Yield: 56.0%. Reported procedure: Using an analogous procedure to that described in Example 4, N-[2-hydroxy-1-(3-nitrophenyl)ethyl]-p-[N-(2-methyl-4-oxo-3,4-dihydroquinazolin-6-ylmethyl)-N-(prop-2-ynyl)amino]benzamide was reacted with acetic anhydride to give N-[2-acetoxy-1-(3-nitrophenyl)ethyl]-p-[N-(2-methyl-4-oxo-3,4-dihydroquinazolin-6-ylmethyl)-N-(prop-2-ynyl)amino]benzamide (containing 2 equivalents of water) in 56% yield, m.p. 133°-135° C. Yields the product C(C)(=O)OCC(C1=CC(=CC=C1)[N+](=O)[O-])NC(C1=CC=C(C=C1)N(CC#C)CC=1C=C2C(NC(=NC2=CC1)C)=O)=O (N-[2-acetoxy-1-(3-nitrophenyl)ethyl]-p-[N-(2-methyl-4-oxo-3,4-dihydroquinazolin-6-ylmethyl)-N-(prop-2-ynyl)amino]benzamide). The reactants are [H-].[Na+] (sodium hydride), C(C1=CC=CC=C1)Br (Benzyl bromide), OCC1=C2C=CC=NC2=C(C=C1)O (5-(Hydroxymethyl)-8-hydroxyquinoline), [H][H] (hydrogen). Solvent: CN(C=O)C (dimethylformamide), O (water). Run at time 4 hour. Product: C(C1=CC=CC=C1)OC=1C=CC(=C2C=CC=NC12)CO (8-(Benzyloxy)-5-(hydroxymethyl)quinoline). Isolated yield 55.4%. Reaction SMILES: [OH:1][CH2:2][C:3]1[CH:12]=[CH:11][C:10]([OH:13])=[C:9]2[C:4]=1[CH:5]=[CH:6][CH:7]=[N:8]2.[H-].[Na+].[H][H].[CH2:18](Br)[C:19]1[CH:24]=[CH:23][CH:22]=[CH:21][CH:20]=1>CN(C)C=O.O>[CH2:18]([O:13][C:10]1[CH:11]=[CH:12][C:3]([CH2:2][OH:1])=[C:4]2[C:9]=1[N:8]=[CH:7][CH:6]=[CH:5]2)[C:19]1[CH:24]=[CH:23][CH:22]=[CH:21][CH:20]=1 |f:1.2|. Reported procedure: 5-(Hydroxymethyl)-8-hydroxyquinoline (1) (6.44 g, 36.75 mmol) was dissolved in dry dimethylformamide (40 ml) and sodium hydride (1.3 g of 80% suspension in mineral oil, corresponding to 1.04 g, 43.3 mmol) was added. The mixture was stirred until hydrogen evolution ceased (~45 min). Benzyl bromide (4.5 ml, 6.47 g, 37.8 mmol) was added and the mixture was stirred for 4 h. The solution was poured into water (350 ml) and stirred for 20 min, and the precipitate was filtered and washed with water. Aft... Starting materials: C(C)OC(=O)C1=C(SC(=C1C)C)N (ethyl-2-amino-4,5-dimethyl-thiophene-3-carboxylate), COC=1NCCC1 (2-methoxy-pyrroline), P(=O)(Cl)(Cl)Cl (phosphoryl chloride), 2,3-dimethyl-4-oxo-5,6-tetramethylene-4H thieno[2,3-d]pyrimidine. The reagents and catalysts are [Ni] (Raney-nickel). Yields the product CC(CC)C1=CN=C2N(C1=O)CCC2 (3-(1-methyl-propyl)-4-oxo-4,6,7,8-tetrahydropyrrolo[1,2-a]pyrimidine). Yield: 36.5%. Reaction SMILES: C(O[C:4]([C:6]1[C:10]([CH3:11])=[C:9]([CH3:12])S[C:7]=1[NH2:13])=[O:5])C.CO[C:16]1[NH:17][CH2:18][CH2:19][CH:20]=1.P(Cl)(Cl)(Cl)=O>[Ni]>[CH3:11][CH:10]([C:6]1[C:4](=[O:5])[N:17]2[CH2:18][CH2:19][CH2:20][C:16]2=[N:13][CH:7]=1)[CH2:9][CH3:12]. Reported procedure: According to Khim. Geterosikl. Soedin. 6, 765, 1975 ethyl-2-amino-4,5-dimethyl-thiophene-3-carboxylate is reacted with 2-methoxy-pyrroline in the presence of phosphoryl chloride and the obtained 2,3-dimethyl-4-oxo-5,6-tetramethylene-4H thieno[2,3-d]pyrimidine is desulphurated in an alcoholic solution wih Raney-nickel and thus 3-(1-methyl-propyl)-4-oxo-4,6,7,8-tetrahydropyrrolo[1,2-a]pyrimidine is obtained. In the complicated two-step synthesis the pyrrolo-pyrimidine derivative is obtained with a... Starting materials: O (water), C(C)(=O)[O-].C(C)(=O)[O-].C(C)(=O)[O-].C(C)(=O)[O-].[Pb+4] (lead tetraacetate), FC(C(=O)O)(F)F (trifluoroacetic acid), BrC1=CC(=CC=C1)C=C (1-bromo-3-vinylbenzene). The solvent is ClCCl (dichloromethane), ClCCl (dichloromethane). Conditions: time 2 hour. Yields the product BrC=1C=C(C=CC1)CC=O ((3-bromophenyl)acetaldehyde). Reaction SMILES: [C:1]([O-:4])(=O)[CH3:2].C([O-])(=O)C.C([O-])(=O)C.C([O-])(=O)C.[Pb+4].FC(F)(F)C(O)=O.[Br:25][C:26]1[CH:31]=[CH:30][CH:29]=[C:28](C=C)[CH:27]=1.O>ClCCl>[Br:25][C:26]1[CH:27]=[C:28]([CH2:2][CH:1]=[O:4])[CH:29]=[CH:30][CH:31]=1 |f:0.1.2.3.4|. Procedure: A mixture of lead tetraacetate (3.6 g, 8.2 mmol) and trifluoroacetic acid (8.25 mL) at 0° C. is treated dropwise with a solution of 1-bromo-3-vinylbenzene (1.5 g, 8.2 ml) in dichloromethane, allowed to warm to room temperature, stirred for 2 h at room temperature, diluted with dichloromethane, poured into water, stirred vigorously and filtered through a pad of celite. The filtrate is separated. The filtercake is rinsed with additional portions of dichloromethane. The combined organic phases are ... The reactants are CC(=O)OC(C)=O, O=Cc1ccc(-c2ccccc2)cc1, Cc1ccnc(C)c1. The product is Cc1ccnc(C=Cc2ccc(-c3ccccc3)cc2)c1. Reaction SMILES: [CH3:23][C:24]([O:25][C:26](=[O:27])[CH3:28])=[O:29].[c:1]1(-[c:7]2[cH:8][cH:9][c:10]([CH:11]=[O:12])[cH:13][cH:14]2)[cH:2][cH:3][cH:4][cH:5][cH:6]1.[n:15]1[c:16]([CH3:22])[cH:17][c:18]([CH3:21])[cH:19][cH:20]1>>[c:1]1(-[c:7]2[cH:8][cH:9][c:10]([CH:11]=[CH:22][c:16]3[n:15][cH:20][cH:19][c:18]([CH3:21])[cH:17]3)[cH:13][cH:14]2)[cH:2][cH:3][cH:4][cH:5][cH:6]1. Reactants: S(C#N)C1=CC2=C(N=C(S2)NC(OCCN2CCOCC2)=O)C=C1 (2-morpholin-4-ylethyl (6-thiocyanato-1,3-benzothiazol-2-yl)carbamate), SCC(O)C(O)CS (DL-dithiothreitol). The reagents and catalysts are P(=O)(O)(O)[O-].[K+] (potassium dihydrogen phosphate). Yields the product SC1=CC2=C(N=C(S2)NC(OCCN2CCOCC2)=O)C=C1 (2-morpholin-4-ylethyl (6-sulphanyl-1,3-benzothiazol-2-yl)carbamate). Yield: 173.7%. RXN SMILES: [S:1]([C:4]1[CH:24]=[CH:23][C:7]2[N:8]=[C:9]([NH:11][C:12](=[O:22])[O:13][CH2:14][CH2:15][N:16]3[CH2:21][CH2:20][O:19][CH2:18][CH2:17]3)[S:10][C:6]=2[CH:5]=1)C#N.SCC(C(CS)O)O>P([O-])(O)(O)=O.[K+]>[SH:1][C:4]1[CH:24]=[CH:23][C:7]2[N:8]=[C:9]([NH:11][C:12](=[O:22])[O:13][CH2:14][CH2:15][N:16]3[CH2:21][CH2:20][O:19][CH2:18][CH2:17]3)[S:10][C:6]=2[CH:5]=1 |f:2.3|. Reported procedure: The 2-morpholin-4-ylethyl (6-sulphanyl-1,3-benzothiazol-2-yl)carbamate was prepared according to the method described in Example 1b, but using 547 mg of 2-morpholin-4-ylethyl (6-thiocyanato-1,3-benzothiazol-2-yl)carbamate, 12 mg of potassium dihydrogen phosphate and 1.16 g of DL-dithiothreitol. 885 mg of 2-morpholin-4-ylethyl (6-sulphanyl-1,3-benzothiazol-2-yl)carbamate are thus obtained in the form of a white solid, the characteristics of which are as follows: